This data is from the Open Reaction Database (ORD), a public repository of structured organic reaction records. The task is: describe an organic reaction: reactants, conditions, products, and yield Procedure details: The hydroxy derivative of formula VIII (4 gm) was stirred in 20 ml of chloroform at 0° to 5° C. and to this was added thionyl chloride (2.5 gm) and stirred at 5°-10° C. for 30 minutes, and then for 1 hr. at 20°-25° C. Chloroform was recovered completely and to this was added 20 ml of THF. The precipitated solid was filtered under nitrogen atmosphere and washed well with THF (20 ml). The title compound was obtained as an off-white powder (4.6 gm) as its hydrochloride. Melting point 147°-150° C.; ... Reactants: hydroxy, OCC1=CN=C(N1C1=C(C=C(C=C1)Cl)C1(SCCS1)C1=C(C=CC=C1)F)C (5-Hydroxymethyl-1[4-chloro-2{2-(2-fluorophenyl)1,3-dithiolan-2-yl}phenyl]-2-methyl-1H-imidazole), S(=O)(Cl)Cl (thionyl chloride). Run at time 30 minute. Product: ClCC1=CN=C(N1C1=C(C=C(C=C1)Cl)C1(SCCS1)C1=C(C=CC=C1)F)C (5-Chloromethyl-1[4-chloro-2{2-(2-fluorophenyl)1,3-dithiolan-2-yl}phenyl]-2-methyl-1H-imidazole), powder. Solvent: C(Cl)(Cl)Cl (chloroform). RXN SMILES: O[CH2:2][C:3]1[N:7]([C:8]2[CH:13]=[CH:12][C:11]([Cl:14])=[CH:10][C:9]=2[C:15]2([C:20]3[CH:25]=[CH:24][CH:23]=[CH:22][C:21]=3[F:26])[S:19][CH2:18][CH2:17][S:16]2)[C:6]([CH3:27])=[N:5][CH:4]=1.S(Cl)([Cl:30])=O>C(Cl)(Cl)Cl>[Cl:30][CH2:2][C:3]1[N:7]([C:8]2[CH:13]=[CH:12][C:11]([Cl:14])=[CH:10][C:9]=2[C:15]2([C:20]3[CH:25]=[CH:24][CH:23]=[CH:22][C:21]=3[F:26])[S:19][CH2:18][CH2:17][S:16]2)[C:6]([CH3:27])=[N:5][CH:4]=1. Starting materials: C1(=CC=CC=C1)B(O)O (phenylboronic acid), C([O-])([O-])=O.[Na+].[Na+] (sodium carbonate), BrC=1C=C(OC2=C(C=C(C=C2C)N2N=CC(N(C2=O)COCC[Si](C)(C)C)=O)C)C=CC1OC (2-[4-(3-Bromo-4-methoxy-phenoxy)-3,5-dimethyl-phenyl]-4-(2-trimethylsilanyl-ethoxymethyl)-2H-[1,2,4]triazine-3,5-dione), C1(=CC=CC=C1)B(O)O (phenylboronic acid), C([O-])([O-])=O.[Na+].[Na+] (sodium carbonate). The reagents and catalysts are C=1C=CC(=CC1)[P](C=2C=CC=CC2)(C=3C=CC=CC3)[Pd]([P](C=4C=CC=CC4)(C=5C=CC=CC5)C=6C=CC=CC6)([P](C=7C=CC=CC7)(C=8C=CC=CC8)C=9C=CC=CC9)[P](C=1C=CC=CC1)(C=1C=CC=CC1)C=1C=CC=CC1 (tetrakis(triphenylphosphine)palladium(0)), [Pd].C1(=CC=CC=C1)P(C1=CC=CC=C1)C1=CC=CC=C1.C1(=CC=CC=C1)P(C1=CC=CC=C1)C1=CC=CC=C1.C1(=CC=CC=C1)P(C1=CC=CC=C1)C1=CC=CC=C1.C1(=CC=CC=C1)P(C1=CC=CC=C1)C1=CC=CC=C1 (tetrakis(triphenylphosphine)-palladium(0)). Solvent: CN(C)C=O (DMF), O (water). Conditions: temperature 80 celsius. Product: COC1=CC=C(C=C1C1=CC=CC=C1)OC1=C(C=C(C=C1C)N1N=CC(N(C1=O)COCC[Si](C)(C)C)=O)C (2-[4-(6-Methoxy-biphenyl-3-yloxy)-3,5-dimethyl-phenyl]-4-(2-trimethylsilanyl-ethoxymethyl)-2H-[1,2,4]triazine-3,5-dione). The yield is 83.8%. As a reaction SMILES: Br[C:2]1[CH:3]=[C:4]([CH:30]=[CH:31][C:32]=1[O:33][CH3:34])[O:5][C:6]1[C:11]([CH3:12])=[CH:10][C:9]([N:13]2[C:18](=[O:19])[N:17]([CH2:20][O:21][CH2:22][CH2:23][Si:24]([CH3:27])([CH3:26])[CH3:25])[C:16](=[O:28])[CH:15]=[N:14]2)=[CH:8][C:7]=1[CH3:29].[C:35]1(B(O)O)[CH:40]=[CH:39][CH:38]=[CH:37][CH:36]=1.C(=O)([O-])[O-].[Na+].[Na+]>CN(C=O)C.O.[Pd].C1(P(C2C=CC=CC=2)C2C=CC=CC=2)C=CC=CC=1.C1(P(C2C=CC=CC=2)C2C=CC=CC=2)C=CC=CC=1.C1(P(C2C=CC=CC=2)C2C=CC=CC=2)C=CC=CC=1.C1(P(C2C=CC=CC=2)C2C=CC=CC=2)C=CC=CC=1>[CH3:34][O:33][C:32]1[C:2]([C:35]2[CH:40]=[CH:39][CH:38]=[CH:37][CH:36]=2)=[CH:3][C:4]([O:5][C:6]2[C:11]([CH3:12])=[CH:10][C:9]([N:13]3[C:18](=[O:19])[N:17]([CH2:20][O:21][CH2:22][CH2:23][Si:24]([CH3:27])([CH3:26])[CH3:25])[C:16](=[O:28])[CH:15]=[N:14]3)=[CH:8][C:7]=2[CH3:29])=[CH:30][CH:31]=1 |f:2.3.4,7.8.9.10.11|. Procedure: To a solution of 2-[4-(3-bromo-4-methoxy-phenoxy)-3,5-dimethyl-phenyl]-4-(2-trimethylsilanyl-ethoxymethyl)-2H-[1,2,4]triazine-3,5-dione (36 mg) of EXAMPLE 6 in degassed DMF (1.1 ml) were added sequentially tetrakis(triphenylphosphine)-palladium(0) (7.5 mg), phenylboronic acid (24 mg) and 2M aqueous sodium carbonate (0.13 ml). The resulting mixture was heated at 80° C. under nitrogen for 45 h, then additional portions of tetrakis(triphenylphosphine)palladium(0) (7.5 mg), phenylboronic acid (24 mg... Reactants: C(C)OC(C1=C(C=CC=C1)N)=O (2-amino-benzoic acid ethyl ester), ClC1=NC=C(C(=N1)Cl)Cl (2,4,5-trichloro-pyrimidine). The product is C(C)OC(C1=C(C=CC=C1)NC1=NC(=NC=C1Cl)Cl)=O (2-(2,5-Dichloro-pyrimidin-4-ylamino)-benzoic acid ethyl ester), solid. Yield: 27.0%. Reaction SMILES: [CH2:1]([O:3][C:4](=[O:12])[C:5]1[CH:10]=[CH:9][CH:8]=[CH:7][C:6]=1[NH2:11])[CH3:2].[Cl:13][C:14]1[N:19]=[C:18](Cl)[C:17]([Cl:21])=[CH:16][N:15]=1>>[CH2:1]([O:3][C:4](=[O:12])[C:5]1[CH:10]=[CH:9][CH:8]=[CH:7][C:6]=1[NH:11][C:16]1[C:17]([Cl:21])=[CH:18][N:19]=[C:14]([Cl:13])[N:15]=1)[CH3:2]. Procedure details: 2-(2,5-Dichloro-pyrimidin-4-ylamino)-benzoic acid ethyl ester was prepared from 2-amino-benzoic acid ethyl ester and 2,4,5-trichloro-pyrimidine in an analogous manner to Example 308b. Product isolated as a white solid (2.28 g, 27%). m.p.=156-157° C.; LCMS (m/e) 312 (M+H); 1H-NMR (CDCl3, 400 MHz) δ 11.68 (bs, 1H), 8.91 (d, 1H, J=8.6 Hz), 8.28 (s, 1H), 8.14 (d, 1H, J=8.0 Hz), 7.70-7.62 (m, 1H), 7.22-7.13 (m, 1H), 4.45 (q, 2H, J=7.1 Hz), 1.46 (t, 3H, J=7.1 Hz). Starting materials: N#Cc1ccc(C=CCCC(=O)O)cc1, CO, [H][H]. The product is N#Cc1ccc(CCCCC(=O)O)cc1. As a reaction SMILES: [C:1](#[N:2])[c:3]1[cH:4][cH:5][c:6]([CH:9]=[CH:10][CH2:11][CH2:12][C:13](=[O:14])[OH:15])[cH:7][cH:8]1.[CH3:18][OH:19].[H:16][H:17]>>[C:1](#[N:2])[c:3]1[cH:4][cH:5][c:6]([CH2:9][CH2:10][CH2:11][CH2:12][C:13](=[O:14])[OH:15])[cH:7][cH:8]1. Reactants: C(C)(C)(C)OC(=O)N1CCC(CC1)C(=O)C1=NC2=C(N1)C=CC=C2 (1-(t-butoxycarbonyl)-4-(1H-benzimidazole-2-carbonyl)piperidine), N(=NC(=O)OCC)C(=O)OCC (diethyl azodicarboxylate), OCCOCC=1OC=CC1 (fur-2-ylmethyl 2-hydroxyethyl ether), C1(=CC=CC=C1)P(C1=CC=CC=C1)C1=CC=CC=C1 (triphenylphosphine). Run in CC(=O)C.ClCCl (acetone dichloromethane), CC(=O)C.ClCCl (acetone dichloromethane), O1CCCC1 (tetrahydrofuran). Run at time 21 hour. Product: C(C)(C)(C)OC(=O)N1CCC(CC1)C(=O)C1=NC2=C(N1CCOCC=1OC=CC1)C=CC=C2 (1-(t-butoxycarbonyl)-4-(1-(2-fur-2-ylmethoxy-ethyl)-1H-benzimidazole-2-carbonyl)piperidine). Reaction SMILES: [C:1]([O:5][C:6]([N:8]1[CH2:13][CH2:12][CH:11]([C:14]([C:16]2[NH:20][C:19]3[CH:21]=[CH:22][CH:23]=[CH:24][C:18]=3[N:17]=2)=[O:15])[CH2:10][CH2:9]1)=[O:7])([CH3:4])([CH3:3])[CH3:2].O[CH2:26][CH2:27][O:28][CH2:29][C:30]1[O:31][CH:32]=[CH:33][CH:34]=1.C1(P(C2C=CC=CC=2)C2C=CC=CC=2)C=CC=CC=1.N(C(OCC)=O)=NC(OCC)=O>O1CCCC1.CC(C)=O.ClCCl>[C:1]([O:5][C:6]([N:8]1[CH2:9][CH2:10][CH:11]([C:14]([C:16]2[N:17]([CH2:26][CH2:27][O:28][CH2:29][C:30]3[O:31][CH:32]=[CH:33][CH:34]=3)[C:18]3[CH:24]=[CH:23][CH:22]=[CH:21][C:19]=3[N:20]=2)=[O:15])[CH2:12][CH2:13]1)=[O:7])([CH3:4])([CH3:2])[CH3:3] |f:5.6|. Procedure: Combine ethyl 2-fur-2-ylmethoxyaceate (1.2 g, 6.5 mmol) and tetrahydrofuran (10 mL). Cool in an ice-bath. Add dropwise a solution of lithium aluminum hydride (8.0 mL, 1.0M in THF, 8.0 mmol). After 2 hours, add water (0.3 mL), add 15% sodium hydroxide solution (0.3 mL), and add water (0.9 mL). Stir vigorously. After 15 minutes, filter the reaction mixture and dry the filtrate over Na2SO4, filter, and concentrate in vacua to give a residue. Chromatograph the residue on silica gel eluting with 2% e... Starting materials: CCO, ClCCl, CCOC(C)=O, O=Cc1cccn1Cc1ccccc1[N+](=O)[O-]. Yields the product c1ccc2c(c1)Cn1cccc1CN2. RXN SMILES: [CH2:24]([OH:25])[CH3:26].[CH2:27]([Cl:28])[Cl:29].[CH3:18][CH2:19][O:20][C:21](=[O:22])[CH3:23].[N+:1]([O-:3])([c:4]1[c:5]([CH2:6][n:7]2[c:8]([CH:12]=[O:2])[cH:9][cH:10][cH:11]2)[cH:14][cH:15][cH:16][cH:17]1)=[O:13]>>[NH:1]1[c:4]2[c:5]([cH:14][cH:15][cH:16][cH:17]2)[CH2:6][n:7]2[c:8]([cH:9][cH:10][cH:11]2)[CH2:12]1.